This data is from the Open Reaction Database (ORD), a public repository of structured organic reaction records. The task is: describe an organic reaction: reactants, conditions, products, and yield The reactants are ClC1=C(C=C2C(NC(=NC2=C1)N1N=CC(=C1)C(=O)OCC)=O)N1CCCCC1 (ethyl 1-(7-chloro-4-oxo-6-(piperidin-1-yl)-3,4-dihydroquinazolin-2-yl)-1H-pyrazole-4-carboxylate), CNC (dimethylamine). Product: CN(C1=NC(=NC2=CC(=C(C=C12)N1CCCCC1)Cl)N1N=CC(=C1)C(=O)O)C (1-(4-(Dimethylamino)-7-chloro-6-(piperidin-1-yl)quinazolin-2-yl)-1H-pyrazole-4-carboxylic acid). RXN SMILES: [Cl:1][C:2]1[CH:11]=[C:10]2[C:5]([C:6](=O)[NH:7][C:8]([N:12]3[CH:16]=[C:15]([C:17]([O:19]CC)=[O:18])[CH:14]=[N:13]3)=[N:9]2)=[CH:4][C:3]=1[N:23]1[CH2:28][CH2:27][CH2:26][CH2:25][CH2:24]1.[CH3:29][NH:30][CH3:31]>>[CH3:29][N:30]([CH3:31])[C:6]1[C:5]2[C:10](=[CH:11][C:2]([Cl:1])=[C:3]([N:23]3[CH2:24][CH2:25][CH2:26][CH2:27][CH2:28]3)[CH:4]=2)[N:9]=[C:8]([N:12]2[CH:16]=[C:15]([C:17]([OH:19])=[O:18])[CH:14]=[N:13]2)[N:7]=1. Reported procedure: The above compound may be made analogous to Example 1 using ethyl 1-(7-chloro-4-oxo-6-(piperidin-1-yl)-3,4-dihydroquinazolin-2-yl)-1H-pyrazole-4-carboxylate in step D and dimethylamine in step E. MS (ESI): predicted mass calcd. for C19H21ClN6O2, 400.9 Starting materials: BrC1=CSC2=C1OC(=CC2=O)N2CCOCC2 (3-bromo-5-morpholino-7H-thieno[3,2-b]pyran-7-one), N1=CC(=CC=C1)B(O)O (3-pyridylboronic acid), C([O-])([O-])=O.[Cs+].[Cs+] (cesium carbonate). Reagents/catalysts: C1=CC=C(C=C1)[PH+](C2=CC=CC=C2)[C]3[CH][CH][CH][CH]3.C1=CC=C(C=C1)[PH+](C2=CC=CC=C2)[C]3[CH][CH][CH][CH]3.C(Cl)Cl.Cl[Pd]Cl.[Fe] (dichloro[1,1′-bis(diphenylphosphino)ferrocene]palladium(II) dichloromethane adduct). The solvent is C(OC)COC (dimethoxyethane). Reaction conditions: temperature 180 celsius. The product is O1CCN(CC1)C1=CC(C2=C(O1)C(=CS2)C=2C=NC=CC2)=O (5-morpholino-3-(pyridin-3-yl)-7H-thieno[3,2-b]pyran-7-one). Yield: 1.2%. Reaction SMILES: Br[C:2]1[C:6]2[O:7][C:8]([N:12]3[CH2:17][CH2:16][O:15][CH2:14][CH2:13]3)=[CH:9][C:10](=[O:11])[C:5]=2[S:4][CH:3]=1.[N:18]1[CH:23]=[CH:22][CH:21]=[C:20](B(O)O)[CH:19]=1.C(=O)([O-])[O-].[Cs+].[Cs+]>C1C=CC([PH+]([C]2[CH][CH][CH][CH]2)C2C=CC=CC=2)=CC=1.C1C=CC([PH+]([C]2[CH][CH][CH][CH]2)C2C=CC=CC=2)=CC=1.C(Cl)Cl.Cl[Pd]Cl.[Fe].C(COC)OC>[O:15]1[CH2:16][CH2:17][N:12]([C:8]2[O:7][C:6]3[C:2]([C:20]4[CH:19]=[N:18][CH:23]=[CH:22][CH:21]=4)=[CH:3][S:4][C:5]=3[C:10](=[O:11])[CH:9]=2)[CH2:13][CH2:14]1 |f:2.3.4,5.6.7.8.9,^1:37,38,39,40,41,55,56,57,58,59|. Procedure: A 2 mL conical microwave vial was charged with a magnetic stirring bar, 3-bromo-5-morpholino-7H-thieno[3,2-b]pyran-7-one (103) (50 mg, 0.16 mmol), 3-pyridylboronic acid (29 mg, 0.24 mmol), cesium carbonate (103 mg, 0.32 mmol), dichloro[1,1′-bis(diphenylphosphino)ferrocene]palladium(II) dichloromethane adduct (9 mg, 0.008 mmol), and dimethoxyethane (1 mL). The reaction mixture was magnetically stirred and heated via microwave irradiation for 15 minutes at 180° C. Upon cooling to room temperature,...